Task: describe an organic reaction: reactants, conditions, products, and yield. Dataset: the Open Reaction Database (ORD), a public repository of structured organic reaction records Starting materials: Cc1onc(-c2ccccc2)c1CO, ClCCl, O, O=S(Cl)Cl. The product is Cc1onc(-c2ccccc2)c1CCl. Reaction SMILES: [CH3:1][c:2]1[c:3]([CH2:13][OH:14])[c:4](-[c:7]2[cH:8][cH:9][cH:10][cH:11][cH:12]2)[n:5][o:6]1.[Cl:19][CH2:20][Cl:21].[OH2:22].[S:15]([Cl:16])([Cl:17])=[O:18]>>[CH3:1][c:2]1[c:3]([CH2:13][Cl:17])[c:4](-[c:7]2[cH:8][cH:9][cH:10][cH:11][cH:12]2)[n:5][o:6]1. Yields the product Cc1cccc(CC(NC(=O)C(c2ccccc2)c2ccccc2)C(=O)O)c1. RXN SMILES: [C:14](=[O:15])([O-:16])[O-:17].[CH2:37]1[O:38][CH2:39][CH2:40][CH2:41]1.[CH3:1][c:2]1[cH:3][c:4]([CH2:5][CH:6]([NH2:7])[C:8](=[O:9])[OH:10])[cH:11][cH:12][cH:13]1.[Na+:18].[Na+:19].[OH2:36].[c:20]1([CH:26]([C:27](=[O:28])[Cl:29])[c:30]2[cH:31][cH:32][cH:33][cH:34][cH:35]2)[cH:21][cH:22][cH:23][cH:24][cH:25]1>>[CH3:1][c:2]1[cH:3][c:4]([CH2:5][CH:6]([NH:7][C:27]([CH:26]([c:20]2[cH:21][cH:22][cH:23][cH:24][cH:25]2)[c:30]2[cH:31][cH:32][cH:33][cH:34][cH:35]2)=[O:28])[C:8](=[O:9])[OH:10])[cH:11][cH:12][cH:13]1. Starting materials: O=C([O-])[O-], C1CCOC1, Cc1cccc(CC(N)C(=O)O)c1, [Na+], [Na+], O, O=C(Cl)C(c1ccccc1)c1ccccc1. Starting materials: O([Si](C)(C)C(C)(C)C)C[C@@H](C)O ((2R)-1-(t-butyldimethylsiloxy)-2-hydroxypropane), NC1=NN(C=C1)C (3-amino-1-methyl-1H-pyrazole), COC(C1=CC(=CC(=C1)O)OC1=CC=C(C=C1)C(N(C)C)=O)=O (3-(4-dimethylcarbamoyl-phenoxy)-5-hydroxy-benzoic acid methyl ester). The product is COC(C1=CC(=CC(=C1)OCOC)OC1=CC=C(C=C1)C(N(C)C)=O)=O (3-(4-dimethylcarbamoyl-phenoxy)-5-methoxymethoxy-benzoic acid methyl ester). RXN SMILES: O(C[C@H:10]([OH:12])C)[Si](C(C)(C)C)(C)C.N[C:14]1C=CN(C)N=1.[CH3:20][O:21][C:22](=[O:42])[C:23]1[CH:28]=[C:27]([OH:29])[CH:26]=[C:25]([O:30][C:31]2[CH:36]=[CH:35][C:34]([C:37](=[O:41])[N:38]([CH3:40])[CH3:39])=[CH:33][CH:32]=2)[CH:24]=1>>[CH3:20][O:21][C:22](=[O:42])[C:23]1[CH:28]=[C:27]([O:29][CH2:14][O:12][CH3:10])[CH:26]=[C:25]([O:30][C:31]2[CH:32]=[CH:33][C:34]([C:37](=[O:41])[N:38]([CH3:39])[CH3:40])=[CH:35][CH:36]=2)[CH:24]=1. Procedure details: The compound of Production Example 122 was obtained as a colorless amorphous substance by the same method as in Production Example 2, a corresponding method, or a combination thereof with an ordinary method, using (2R)-1-(t-butyldimethylsiloxy)-2-hydroxypropane, 3-amino-1-methyl-1H-pyrazole and 3-(4-dimethylcarbamoyl-phenoxy)-5-hydroxy-benzoic acid methyl ester obtained by deprotection of the methoxymethyl group of 3-(4-dimethylcarbamoyl-phenoxy)-5-methoxymethoxy-benzoic acid methyl ester obtain...